Dataset: the Open Reaction Database (ORD), a public repository of structured organic reaction records. Task: describe an organic reaction: reactants, conditions, products, and yield Starting materials: CCCO, ClCCN1CCN(c2ccccc2)CC1, [K+], [OH-], CC(Cc1ccc(O)cc1)NCC(O)COc1ccccc1. Product: CC(Cc1ccc(OCCN2CCN(c3ccccc3)CC2)cc1)NCC(O)COc1ccccc1. As a reaction SMILES: [CH2:40]([OH:41])[CH2:42][CH3:43].[Cl:25][CH2:26][CH2:27][N:28]1[CH2:29][CH2:30][N:31]([c:34]2[cH:35][cH:36][cH:37][cH:38][cH:39]2)[CH2:32][CH2:33]1.[K+:24].[OH-:23].[OH:1][CH:2]([CH2:3][NH:4][CH:5]([CH2:6][c:7]1[cH:8][cH:9][c:10]([OH:13])[cH:11][cH:12]1)[CH3:14])[CH2:15][O:16][c:17]1[cH:18][cH:19][cH:20][cH:21][cH:22]1>>[OH:1][CH:2]([CH2:3][NH:4][CH:5]([CH2:6][c:7]1[cH:8][cH:9][c:10]([O:13][CH2:26][CH2:27][N:28]2[CH2:29][CH2:30][N:31]([c:34]3[cH:35][cH:36][cH:37][cH:38][cH:39]3)[CH2:32][CH2:33]2)[cH:11][cH:12]1)[CH3:14])[CH2:15][O:16][c:17]1[cH:18][cH:19][cH:20][cH:21][cH:22]1. Starting materials: BrC1=CC(=C(S1)[N+](=O)[O-])C=NO (5-Bromo-2-nitrothiophene-3-carbaldehyde oxime), Ru(PPh3)3(CO)H2, O.C1(=CC=C(C=C1)S(=O)(=O)O)C (p-toluenesulfonic acid monohydrate), CCN(CC)CCOC=1C=CC(=CC1)CC=2C=CC=CC2.Cl (dppe). The solvent is C1(=CC=CC=C1)C (toluene). Conditions: temperature 111 celsius, time 24 hour. The product is BrC1=CC(=C(S1)[N+](=O)[O-])C(=O)N (5-Bromo-2-nitrothiophene-3-carboxamide). RXN SMILES: [Br:1][C:2]1[S:6][C:5]([N+:7]([O-:9])=[O:8])=[C:4]([CH:10]=[N:11]O)[CH:3]=1.O.C1(C)C=CC(S(O)(=O)=[O:21])=CC=1.CCN(CCOC1C=CC(CC2C=CC=CC=2)=CC=1)CC.Cl>C1(C)C=CC=CC=1>[Br:1][C:2]1[S:6][C:5]([N+:7]([O-:9])=[O:8])=[C:4]([C:10]([NH2:11])=[O:21])[CH:3]=1 |f:1.2,3.4|. Reported procedure: 5-Bromo-2-nitrothiophene-3-carbaldehyde oxime (45 g, 179 mmol), p-toluenesulfonic acid monohydrate (2.73 g, 14.34 mmol), dppe (1.428 g, 3.58 mmol) and Ru(PPh3)3(CO)H2 (3.29 g, 3.58 mmol) were taken up in toluene (750 mL). The flask was evacuated and back-filled with N2 (3×) before stirring at 111° C. under N2 for 24 hours. After cooling to room temperature, the reaction mixture was purified directly by flash silica gel column chromatography (0-100% EtOAc-toluene) to give the title compound as br... Starting materials: C1(=CC=CC=C1)P(C1=CC=CC=C1)C1=CC=CC=C1 (triphenylphosphine), BrC1=CC=C(C=N1)O (6-bromopyridin-3-ol), O[C@H]1C(OCC1)=O ((R)-3-hydroxydihydrofuran-2(3H)-one). Conditions: temperature 0 celsius, time 12 hour. Solvent: C1(=CC=CC=C1)C (toluene). Yields the product BrC1=CC=C(C=N1)O[C@@H]1C(OCC1)=O ((S)-3-(6-bromopyridin-3-yloxy)dihydrofuran-2(3H)-one). Procedure details: To a suspension of (R)-3-hydroxydihydrofuran-2(3H)-one (500 mg, 4.9 mmol) in toluene (15 mL) was added triphenylphosphine (1.54 g, 5.88 mmol) and 6-bromopyridin-3-ol (1.02 g, 5.88 mmol). The solution was cooled to 0° C. and degassed with nitrogen bubble for 10 minutes. Di-tert-butyl diazene-1,2-dicarboxylate was dissolved in toluene (5 mL) and added over a 5 minute period. The reaction was allowed to stir for 12 hours with warming to ambient temperature. The reaction was concentrated in vacuo an... Yield: 79.1%. As a reaction SMILES: [OH:1][C@@H:2]1[CH2:6][CH2:5][O:4][C:3]1=[O:7].C1(P(C2C=CC=CC=2)C2C=CC=CC=2)C=CC=CC=1.[Br:27][C:28]1[N:33]=[CH:32][C:31](O)=[CH:30][CH:29]=1>C1(C)C=CC=CC=1>[Br:27][C:28]1[N:33]=[CH:32][C:31]([O:1][C@H:2]2[CH2:6][CH2:5][O:4][C:3]2=[O:7])=[CH:30][CH:29]=1.